From a dataset of the Open Reaction Database (ORD), a public repository of structured organic reaction records. describe an organic reaction: reactants, conditions, products, and yield The reactants are CC=1C=C(C(=O)O)C=CC1C(=O)N1CCCC1 (3-methyl-4-(pyrrolidin-1-ylcarbonyl)benzoic acid), CN(C)C(=[N+](C)C)ON1C2=C(C=CC=C2)N=N1.[B-](F)(F)(F)F (TBTU), C(C)(C)N(CC)C(C)C (diisopropylethylamine), (R)-(5-chloro-1H-benzimidazol-2-yl)-2-hydroxyethylamine, ClCl (chlorine), ClCCl.CO.N (dichloromethane methanol ammonia), ClCl (chlorine), C22H23ClN4O3. Run in O1CCCC1 (tetrahydrofuran). Yields the product ClC1=CC2=C(NC(=N2)[C@H](CO)NC(C2=CC(=C(C=C2)C(=O)N2CCCC2)C)=O)C=C1 (N-[(1R)-1-(5-chloro-1H-benzimidazol-2-yl)-2-hydroxyethyl]-3-methyl-4-(pyrrolidin-1-ylcarbonyl)benzamide). Isolated yield 43.0%. As a reaction SMILES: [CH3:1][C:2]1[CH:3]=[C:4]([CH:8]=[CH:9][C:10]=1[C:11]([N:13]1[CH2:17][CH2:16][CH2:15][CH2:14]1)=[O:12])[C:5]([OH:7])=O.CN(C(O[N:26]1N=[N:33][C:28]2[CH:29]=[CH:30]C=[CH:32][C:27]1=2)=[N+](C)C)C.[B-](F)(F)(F)F.[CH:40]([N:43](C(C)C)CC)([CH3:42])[CH3:41].Cl[CH2:50][Cl:51].C[OH:53].N.ClCl>O1CCCC1>[Cl:51][C:50]1[CH:30]=[CH:29][C:28]2[NH:33][C:41]([C@@H:40]([NH:43][C:5](=[O:7])[C:4]3[CH:8]=[CH:9][C:10]([C:11]([N:13]4[CH2:17][CH2:16][CH2:15][CH2:14]4)=[O:12])=[C:2]([CH3:1])[CH:3]=3)[CH2:42][OH:53])=[N:26][C:27]=2[CH:32]=1 |f:1.2,4.5.6|. Procedure: Prepared analogously to Example 1g from 3-methyl-4-(pyrrolidin-1-ylcarbonyl)benzoic acid, TBTU, diisopropylethylamine, and (R)-(5-chloro-1H-benzimidazol-2-yl)-2-hydroxyethylamine in tetrahydrofuran. Yield: 43%; Rf value: 0.28 (silica gel; dichloromethane/methanol/ammonia=9:1:0.1); C22H23ClN4O3 (426.90); mass spectrum: (M+H)+=427/429 (chlorine isotope) and (M−H)−=425/427 (chlorine isotope). Starting materials: [NH4+].C(#N)C(CC(=O)[O-])CC (3-cyanopentanoic acid ammonium salt). Run in Cl (HCl). Reaction conditions: temperature -20 celsius. The product is C(#N)C(CC(=O)O)CC (3-cyanopentanoic acid). The yield is 96.0%. Reaction SMILES: [NH4+].[C:2]([CH:4]([CH2:9][CH3:10])[CH2:5][C:6]([O-:8])=[O:7])#[N:3]>Cl>[C:2]([CH:4]([CH2:9][CH3:10])[CH2:5][C:6]([OH:8])=[O:7])#[N:3] |f:0.1|. Reported procedure: A 300-mL portion of the filtrate described above, containing 1.26M 3-cyanopentanoic acid ammonium salt, was adjusted to pH 2.5 with ca. 60 mL of 6N HCl, then saturated with sodium chloride and extracted with 4×200 mL of ethyl ether. The combined organic extracts were dried over magnesium sulfate, filtered, and the solvent removed by rotary evaporation at reduced pressure at 28° C. The resulting slightly-yellow viscous oil was stirred under high vacuum (50 millitorr) to remove residual solvent at... Reactants: CN1C(CC2=CC(=CC=C12)B1OC(C(O1)(C)C)(C)C)=O (1-methyl-5-(4,4,5,5-tetramethyl-[1,3,2]dioxaborolan-2-yl)-1,3-dihydro-indol-2-one), O (water), Example 3a, C([O-])([O-])=O.[Na+].[Na+] (sodium carbonate), BrC=1C=NC=C(C(=O)N)C1 (5-bromonicotinamide). Reagents/catalysts: Cl[Pd]([P](C1=CC=CC=C1)(C2=CC=CC=C2)C3=CC=CC=C3)([P](C4=CC=CC=C4)(C5=CC=CC=C5)C6=CC=CC=C6)Cl (dichlorobis(triphenylphosphine)palladium). Solvent: 12-dimethoxyethane, C(C)O (ethanol). Reaction conditions: temperature 150 celsius. Yields the product CN1C(CC2=CC(=CC=C12)C=1C=NC=C(C(=O)N)C1)=O (5-(1-methyl-2-oxo-2,3-dihydro-1H-indol-5-yl)-nicotinamide). RXN SMILES: [CH3:1][N:2]1[C:10]2[C:5](=[CH:6][C:7](B3OC(C)(C)C(C)(C)O3)=[CH:8][CH:9]=2)[CH2:4][C:3]1=[O:20].O.C(=O)([O-])[O-].[Na+].[Na+].Br[C:29]1[CH:30]=[N:31][CH:32]=[C:33]([CH:37]=1)[C:34]([NH2:36])=[O:35]>Cl[Pd](Cl)([P](C1C=CC=CC=1)(C1C=CC=CC=1)C1C=CC=CC=1)[P](C1C=CC=CC=1)(C1C=CC=CC=1)C1C=CC=CC=1.C(O)C>[CH3:1][N:2]1[C:10]2[C:5](=[CH:6][C:7]([C:29]3[CH:30]=[N:31][CH:32]=[C:33]([CH:37]=3)[C:34]([NH2:36])=[O:35])=[CH:8][CH:9]=2)[CH2:4][C:3]1=[O:20] |f:2.3.4,^1:40,59|. Procedure: To a solution of 1-methyl-5-(4,4,5,5-tetramethyl-[1,3,2]dioxaborolan-2-yl)-1,3-dihydro-indol-2-one, prepared as described in Example 3a (75 mg, 0.26 mmol) in 12-dimethoxyethane (0.7 mL) was added water (0.3 mL) and ethanol (0.2 ml). The solution was then charged with sodium carbonate (27.6 mg, 0.26 mmol) and 5-bromonicotinamide (CAS#28733-43-9, 53.5 mg, 0.26 mmol) and dichlorobis(triphenylphosphine)palladium (II) (CAS#13965-03-2, 9.1 mg, 0.013 mmol). The reaction vessel was sealed and was heated... The reactants are ClC1=C(C(=CC(=C1)C)C)N1C=2C(CCC1)=C(N(N2)C)C(CCC)(CCC)O (4-[7-(2-Chloro-4,6-dimethylphenyl)-2-methyl-4,5,6,7-tetrahydro-2H-pyrazolo[3,4-b]pyridin-3-yl]heptan-4-ol), O.C1(=CC=C(C=C1)S(=O)(=O)O)C (p-toluenesulfonic acid monohydrate). The solvent is C1(=CC=CC=C1)C (toluene). Conditions: temperature 110 celsius. Yields the product ClC1=C(C(=CC(=C1)C)C)N1C=2C(CCC1)=C(N(N2)C)C(=CCC)CCC (7-(2-chloro-4,6-dimethylphenyl)-2-methyl-3-(1-propylbut-1-enyl)-4,5,6,7-tetrahydro-2H-pyrazolo[3,4-b]pyridine). The yield is 81.4%. RXN SMILES: [Cl:1][C:2]1[CH:7]=[C:6]([CH3:8])[CH:5]=[C:4]([CH3:9])[C:3]=1[N:10]1[CH2:15][CH2:14][CH2:13][C:12]2=[C:16]([C:20](O)([CH2:24][CH2:25][CH3:26])[CH2:21][CH2:22][CH3:23])[N:17]([CH3:19])[N:18]=[C:11]12.O.C1(C)C=CC(S(O)(=O)=O)=CC=1>C1(C)C=CC=CC=1>[Cl:1][C:2]1[CH:7]=[C:6]([CH3:8])[CH:5]=[C:4]([CH3:9])[C:3]=1[N:10]1[CH2:15][CH2:14][CH2:13][C:12]2=[C:16]([C:20]([CH2:24][CH2:25][CH3:26])=[CH:21][CH2:22][CH3:23])[N:17]([CH3:19])[N:18]=[C:11]12 |f:1.2|. Procedure: 4-[7-(2-Chloro-4,6-dimethylphenyl)-2-methyl-4,5,6,7-tetrahydro-2H-pyrazolo[3,4-b]pyridin-3-yl]heptan-4-ol (594 mg) and p-toluenesulfonic acid monohydrate (74 mg) were combined in 13 mL toluene and the stirred mixture was heated to 110° C. for 11 h. The reaction mixture was then cooled to room temperature and partitioned between ethyl acetate and aqueous sodium bicarbonate. The aqueous phase was washed with additional ethyl acetate. The combined ethyl acetate was washed with brine, dried with mag... Reactants: O=C1NC2=C(N1)C=CC(=C2)C(=O)OC (Methyl 2,3-dihydro-2-oxo-1H-benzimidazole-5-carboxylate), CC(C)C[AlH]CC(C)C (DIBAL). The solvent is C1CCOC1 (THF). Product: O=C1NC2=C(N1)C=CC(=C2)CO (2,3-Dihydro-2-oxo-5-hydroxymethyl-1H-benzimidazole). RXN SMILES: [O:1]=[C:2]1[NH:6][C:5]2[CH:7]=[CH:8][C:9]([C:11](OC)=[O:12])=[CH:10][C:4]=2[NH:3]1.CC(C[AlH]CC(C)C)C>C1COCC1>[O:1]=[C:2]1[NH:6][C:5]2[CH:7]=[CH:8][C:9]([CH2:11][OH:12])=[CH:10][C:4]=2[NH:3]1. Procedure: 24.6 g (0.128 mol) of 20a are suspended in THF and stirred with 624.8 ml (0.768 mol) of DIBAL (20% strength solution in toluene) at -70° C. overnight in analogy to Example 1a. Reactants: CN1C(=NC=2C1=NC=CC2)COC2=CC=C(CC1C(N(C(S1)=O)C(C1=CC=CC=C1)(C1=CC=CC=C1)C1=CC=CC=C1)=O)C=C2 (5-[4-(3-methylimidazo[5,4-b]pyridin-2-ylmethoxy)benzyl]-3-triphenylmethylthiazolidine-2,4-dione). The reagents and catalysts are [Pd] (palladium-on-charcoal). The solvent is CO (methanol). Product: CN1C(=NC=2C1=NC=CC2)COC2=CC=C(CC1C(NC(S1)=O)=O)C=C2 (5-{4-(3-Methylimidazo[5,4-b]pyridin-2-ylmethoxy)-benzyl}thiazolidine-2,4-dione). Isolated yield 25.5%. RXN SMILES: [CH3:1][N:2]1[C:6]2=[N:7][CH:8]=[CH:9][CH:10]=[C:5]2[N:4]=[C:3]1[CH2:11][O:12][C:13]1[CH:45]=[CH:44][C:16]([CH2:17][CH:18]2[S:22][C:21](=[O:23])[N:20](C(C3C=CC=CC=3)(C3C=CC=CC=3)C3C=CC=CC=3)[C:19]2=[O:43])=[CH:15][CH:14]=1>[Pd].CO>[CH3:1][N:2]1[C:6]2=[N:7][CH:8]=[CH:9][CH:10]=[C:5]2[N:4]=[C:3]1[CH2:11][O:12][C:13]1[CH:14]=[CH:15][C:16]([CH2:17][CH:18]2[S:22][C:21](=[O:23])[NH:20][C:19]2=[O:43])=[CH:44][CH:45]=1. Procedure details: A procedure similar to that described in Example 6 was repeated, except that 500 mg of 5-[4-(3-methylimidazo[5,4-b]pyridin-2-ylmethoxy)benzyl]-3-triphenylmethylthiazolidine-2,4-dione (prepared as described in Preparation 16), 1 g of 10% w/w palladium-on-charcoal and 100 ml of methanol were used, to give 77 mg of the title compound, melting at 223°-225° C.